Dataset: the Open Reaction Database (ORD), a public repository of structured organic reaction records. Task: describe an organic reaction: reactants, conditions, products, and yield The reactants are FC=1C(=C(C(=O)NOCCO)C=C(C1F)C=O)NC1=C(C=C(C=C1)I)F (3,4-difluoro-2-(2-fluoro-4-iodo-phenylamino)-5-formyl-N-(2-hydroxy-ethoxy)-benzamide), CC(CO)(C)O (2-methyl-propane-1,2-diol), cyclic acetal. The product is FC=1C(=C(C(=O)NOCCO)C=C(C1F)COC(CO)(C)C)NC1=C(C=C(C=C1)I)F (3,4-difluoro-2-(2-fluoro-4-iodo-phenylamino)-5-(2-hydroxy-1,1-dimethyl-ethoxymethyl)-N-(2-hydroxy-ethoxy)-benzamide). As a reaction SMILES: [F:1][C:2]1[C:3]([NH:18][C:19]2[CH:24]=[CH:23][C:22]([I:25])=[CH:21][C:20]=2[F:26])=[C:4]([CH:12]=[C:13]([CH:16]=[O:17])[C:14]=1[F:15])[C:5]([NH:7][O:8][CH2:9][CH2:10][OH:11])=[O:6].[CH3:27][C:28](O)([CH3:31])[CH2:29][OH:30]>>[F:1][C:2]1[C:3]([NH:18][C:19]2[CH:24]=[CH:23][C:22]([I:25])=[CH:21][C:20]=2[F:26])=[C:4]([CH:12]=[C:13]([CH2:16][O:17][C:28]([CH3:31])([CH3:27])[CH2:29][OH:30])[C:14]=1[F:15])[C:5]([NH:7][O:8][CH2:9][CH2:10][OH:11])=[O:6]. Procedure: Using 3,4-difluoro-2-(2-fluoro-4-iodo-phenylamino)-5, formyl-N-(2-hydroxy-ethoxy)-benzamide obtained in Step F of Example 1 as a starting material, and 2-methyl-propane-1,2-diol obtained in Step A instead of ethylene glycol used as a reagent in Step G of Example 1, synthesis similar to that in Step G of Example 1 was performed. The resultant cyclic acetal was subjected to reduction condition similar to that in Step H of Example 1 to give the title compound.